This data is from the Open Reaction Database (ORD), a public repository of structured organic reaction records. The task is: describe an organic reaction: reactants, conditions, products, and yield Reactants: CCc1ncc[nH]1, CN(C)C=O, [H-], [Na+], Cc1ccc(S(=O)(=O)OCC2CC3c4cccc5[nH]cc(c45)CC3N(C)C2)cc1. Product: CCc1nccn1CC1CC2c3cccc4[nH]cc(c34)CC2N(C)C1. RXN SMILES: [CH2:3]([CH3:4])[c:5]1[nH:6][cH:7][cH:8][n:9]1.[CH3:39][N:40]([CH3:41])[CH:42]=[O:43].[H-:1].[Na+:2].[O:10]([S:11]([c:12]1[cH:13][cH:14][c:15]([CH3:16])[cH:17][cH:18]1)(=[O:19])=[O:20])[CH2:21][CH:22]1[CH2:23][N:24]([CH3:38])[CH:25]2[CH2:26][c:27]3[cH:28][nH:29][c:30]4[cH:31][cH:32][cH:33][c:34]([c:37]34)[CH:35]2[CH2:36]1>>[CH2:3]([CH3:4])[c:5]1[n:6]([CH2:21][CH:22]2[CH2:23][N:24]([CH3:38])[CH:25]3[CH2:26][c:27]4[cH:28][nH:29][c:30]5[cH:31][cH:32][cH:33][c:34]([c:37]45)[CH:35]3[CH2:36]2)[cH:7][cH:8][n:9]1. RXN SMILES: [ClH:26].[NH2:1][c:2]1[c:3]2[n:4][c:5]([O:23][CH3:24])[n:6]([CH2:16][c:17]3[cH:18][cH:19][cH:20][cH:21][cH:22]3)[c:7]2[n:8][c:9]([O:11][CH2:12][CH2:13][CH2:14][CH3:15])[n:10]1.[NH3:25]>>[NH2:1][c:2]1[c:3]2[n:4][c:5]([OH:23])[n:6]([CH2:16][c:17]3[cH:18][cH:19][cH:20][cH:21][cH:22]3)[c:7]2[n:8][c:9]([O:11][CH2:12][CH2:13][CH2:14][CH3:15])[n:10]1. The reactants are Cl, CCCCOc1nc(N)c2nc(OC)n(Cc3ccccc3)c2n1, N. The product is CCCCOc1nc(N)c2nc(O)n(Cc3ccccc3)c2n1.